This data is from the Open Reaction Database (ORD), a public repository of structured organic reaction records. The task is: describe an organic reaction: reactants, conditions, products, and yield The reactants are C(C)OC(CC(C1=CC(=C(C=C1)C1=CC=CC=C1)F)N([C@H](C)C1=CC=CC=C1)CC1=CC=CC=C1)=O (3-[Benzyl-(1(R)-phenylethyl)-amino]-3-(2-fluoro-biphenyl-4yl)-propionic acid ethyl ester). The reagents and catalysts are [OH-].[OH-].[Pd+2] (Pd(OH)2), [OH-].[OH-].[Pd+2] (Pd(OH)2). The solvent is CCO.CC(=O)O (EtOH HOAc). Conditions: time 12 hour. Product: C(C)OC(CC(C1=CC(=C(C=C1)C1=CC=CC=C1)F)N)=O (3-Amino-3-(2-fluoro-biphenyl4-yl)-propionic acid ethyl ester). Reaction SMILES: [CH2:1]([O:3][C:4](=[O:36])[CH2:5][CH:6]([N:20](CC1C=CC=CC=1)[C@@H](C1C=CC=CC=1)C)[C:7]1[CH:12]=[CH:11][C:10]([C:13]2[CH:18]=[CH:17][CH:16]=[CH:15][CH:14]=2)=[C:9]([F:19])[CH:8]=1)[CH3:2]>CCO.CC(O)=O.[OH-].[OH-].[Pd+2]>[CH2:1]([O:3][C:4](=[O:36])[CH2:5][CH:6]([NH2:20])[C:7]1[CH:12]=[CH:11][C:10]([C:13]2[CH:18]=[CH:17][CH:16]=[CH:15][CH:14]=2)=[C:9]([F:19])[CH:8]=1)[CH3:2] |f:1.2,3.4.5|. Procedure: A solution of the dibenzylamine 12-3 (5.65 gm, 11.75 mmol) in EtOH/HOAc (90/10 mL) was purged with argon and treated with Pd(OH)2 (3 g) and placed under 1 atm of H2 gas for 12 h. Additional portions (2.5 g) of Pd(OH)2 were added after 24 h, 48 h and 144 h. The reaction mixture was purged with argon, filtered through Celite, and the filtrate dissolved in aq HCl (pH=1). The aqueous solution was washed with EtOAc, neutralized with satd aq NaHCO3, and extracted with EtOAc (3×30 mL). The combined org... Yields the product CCCCNCc1nc(-c2ccccc2)c(-c2ccccc2)o1, Cl. The reactants are CCCCN, ClCc1nc(-c2ccccc2)c(-c2ccccc2)o1, c1ccccc1. Reaction SMILES: [CH2:20]([CH2:21][CH2:22][CH3:23])[NH2:24].[Cl:1][CH2:2][c:3]1[o:4][c:5](-[c:14]2[cH:15][cH:16][cH:17][cH:18][cH:19]2)[c:6](-[c:8]2[cH:9][cH:10][cH:11][cH:12][cH:13]2)[n:7]1.[cH:25]1[cH:26][cH:27][cH:28][cH:29][cH:30]1>>[CH2:2]([c:3]1[o:4][c:5](-[c:14]2[cH:15][cH:16][cH:17][cH:18][cH:19]2)[c:6](-[c:8]2[cH:9][cH:10][cH:11][cH:12][cH:13]2)[n:7]1)[NH:24][CH2:20][CH2:21][CH2:22][CH3:23].[ClH:1]. Reactants: ClC1=NC=NC2=CC(=CC=C12)Cl (4,7-Dichloroquinazoline), S(=O)(=O)(O)OC1=CC=C(C=C1)NC (4-(N-methylamino)phenol sulfate). Yields the product ClC1=CC=C2C(=NC=NC2=C1)N(C)C1=CC=C(C=C1)O (4-[N-(7-chloro-4-quinazolinyl)-N-methylamino]phenol). Reaction SMILES: Cl[C:2]1[C:11]2[C:6](=[CH:7][C:8]([Cl:12])=[CH:9][CH:10]=2)[N:5]=[CH:4][N:3]=1.S([O:17][C:18]1[CH:23]=[CH:22][C:21]([NH:24][CH3:25])=[CH:20][CH:19]=1)(O)(=O)=O>>[Cl:12][C:8]1[CH:7]=[C:6]2[C:11]([C:2]([N:24]([C:21]3[CH:22]=[CH:23][C:18]([OH:17])=[CH:19][CH:20]=3)[CH3:25])=[N:3][CH:4]=[N:5]2)=[CH:10][CH:9]=1. Procedure details: 4,7-Dichloroquinazoline (prepared according to the method of Price et al, J. Am. Chem. Soc., 1946, 68, 1305) was reacted with 4-(N-methylamino)phenol sulfate, following essentially the same procedure as that described in Example 3 part a), to give 4-[N-(7-chloro-4-quinazolinyl)-N-methylamino]phenol as a yellow solid, mp 165° C. Starting materials: C=CC(=O)NCO, CNC, C=CC(N)=O, [Na+], [OH-]. Yields the product C=CC(=O)NCN(C)C. Reaction SMILES: [CH2:8]([OH:9])[NH:10][C:11]([CH:12]=[CH2:13])=[O:14].[CH3:15][NH:16][CH3:17].[NH2:1][C:2]([CH:3]=[CH2:4])=[O:5].[Na+:7].[OH-:6]>>[CH2:8]([NH:10][C:11]([CH:12]=[CH2:13])=[O:14])[N:16]([CH3:15])[CH3:17]. Starting materials: CCO, ClCCl, FC(F)(F)SCl, CC(=O)CSC(F)(F)F. The product is CC(=O)C(SC(F)(F)F)SC(F)(F)F. As a reaction SMILES: [CH3:10][CH2:11][OH:12].[Cl:19][CH2:20][Cl:21].[F:13][C:14]([S:15][Cl:16])([F:17])[F:18].[F:1][C:2]([S:3][CH2:4][C:5]([CH3:6])=[O:7])([F:8])[F:9]>>[F:1][C:2]([S:3][CH:4]([C:5]([CH3:6])=[O:7])[S:15][C:14]([F:13])([F:17])[F:18])([F:8])[F:9]. Reactants: P(O)(O)(O)=O (phosphoric acid), C([C@@H](O)[C@@H](O)[C@H](O)[C@H](O)CO)O (mannitol), C(CN)C(O)(P(=O)(O)O)P(=O)(O)O (Pamidronic acid), C([C@@H](O)[C@@H](O)[C@H](O)[C@H](O)CO)O (mannitol), [OH-].[Na+] (sodium hydroxide), [OH-].[Na+] (sodium hydroxide), C([C@@H](O)[C@@H](O)[C@H](O)[C@H](O)CO)O (mannitol). The solvent is O (water). Conditions: time 15 minute. Product: C(CN)C(O)(P(=O)(O)[O-])P(=O)(O)[O-].[Na+].[Na+] (Disodium Pamidronate). As a reaction SMILES: C(O)[C@H]([C@H]([C@@H]([C@@H](CO)O)O)O)O.[CH2:13]([C:16]([P:22]([OH:25])([OH:24])=[O:23])([P:18]([OH:21])([OH:20])=[O:19])[OH:17])[CH2:14][NH2:15].[OH-].[Na+:27].P(=O)(O)(O)O>O>[CH2:13]([C:16]([P:22]([O-:25])([OH:24])=[O:23])([P:18]([O-:20])([OH:21])=[O:19])[OH:17])[CH2:14][NH2:15].[Na+:27].[Na+:27] |f:2.3,6.7.8|. Procedure: For a batch size of 5 L, 587.5 g (3.2 moles) of mannitol is dissolved in 3.5 L of water. Pamidronic acid (31.6 g, 0.133 moles) is mixed with a 1.0 L aliquot of the mannitol solution to form a slurry. The slurry is transferred into the remainder of the mannitol solution, and stirred for about 15 min. Aqueous 1 N sodium hydroxide (270 ml) is added and the mixture is stirred until a clear, colorless solution results. The pH is adjusted to 6.5±0.1 using either 1 M aqueous phosphoric acid or 1 N aque... As a reaction SMILES: [N+:1]([O-:4])([OH:3])=[O:2].C(O)(=O)C.[NH2:9][CH2:10][CH2:11][CH2:12][CH2:13][OH:14]>C(OCC)C>[N+:1]([O-:4])([OH:3])=[O:2].[N+:1]([O:14][CH2:13][CH2:12][CH2:11][CH2:10][NH2:9])([O-:3])=[O:2] |f:4.5|. Starting materials: [N+](=O)(O)[O-] (nitric acid), C(C)(=O)O (acetic acid), NCCCCO (4-amino-1-butanol). The product is [N+](=O)(O)[O-].[N+](=O)([O-])OCCCCN (4-(Nitrooxy)butylamine nitrate). Run at temperature -8 celsius, time 10 minute. Procedure details: Fuming nitric acid (1.5 mL) was added dropwise to acetic acid (25 mL) which had been cooled to an inner temperature of −8° C. with keeping an inner temperature of 0° C. or lower. After stirring the mixed solution for 10 minutes, 4-amino-1-butanol (3.1 mL) was added dropwise with keeping an inner temperature of 0° C. or lower. After stirring the mixture for 10 minutes, a temperature was raised to room temperature with a water bath. After stirring the mixture for 10 minutes, diethyl ether (100 mL)... Solvent: C(C)OCC (diethyl ether). Reactants: FC(C(=O)O)(F)F.N1=CC=CC2=C1NC1=C(/C(/C2=O)=N/O)C=CN=C1 ((6Z)-5H-dipyrido[2,3-b:4′,3′-f]azepine-5,6(11H)-dione 6-oxime tri-fluoroacetate), ClC1=C(C=O)C(=CC(=C1)CO[Si](C(C)C)(C(C)C)C(C)C)Cl (2,6-dichloro-4-[(triisopropylsilyl)oxy]methylbenzaldehyde), C(C)(=O)[O-].[NH4+] (ammonium acetate). Solvent: C(C)(=O)O (acetic acid). Run at temperature 130 celsius. Yields the product ClC1=C(C(=CC(=C1)CO[Si](C(C)C)(C(C)C)C(C)C)Cl)C=1N(C2=C(C3=C(NC4=C2C=CN=C4)N=CC=C3)N1)O (2-(2,6-dichloro-4-[(triisopropylsilyl)oxy]methylphenyl)imidazo[4,5-d]dipyrido[2,3-b:4′,3′-f]azepin-3(8H)-ol). The yield is 97.4%. As a reaction SMILES: FC(F)(F)C(O)=O.[N:8]1[C:13]2[NH:14][C:15]3[CH:25]=[N:24][CH:23]=[CH:22][C:16]=3/[C:17](=[N:20]/[OH:21])/[C:18](=O)[C:12]=2[CH:11]=[CH:10][CH:9]=1.[Cl:26][C:27]1[CH:34]=[C:33]([CH2:35][O:36][Si:37]([CH:44]([CH3:46])[CH3:45])([CH:41]([CH3:43])[CH3:42])[CH:38]([CH3:40])[CH3:39])[CH:32]=[C:31]([Cl:47])[C:28]=1[CH:29]=O.C([O-])(=O)C.[NH4+:52]>C(O)(=O)C>[Cl:26][C:27]1[CH:34]=[C:33]([CH2:35][O:36][Si:37]([CH:44]([CH3:46])[CH3:45])([CH:41]([CH3:43])[CH3:42])[CH:38]([CH3:40])[CH3:39])[CH:32]=[C:31]([Cl:47])[C:28]=1[C:29]1[N:20]([OH:21])[C:17]2[C:16]3[CH:22]=[CH:23][N:24]=[CH:25][C:15]=3[NH:14][C:13]3[N:8]=[CH:9][CH:10]=[CH:11][C:12]=3[C:18]=2[N:52]=1 |f:0.1,3.4|. Procedure: A solution of (6Z)-5H-dipyrido[2,3-b:4′,3′-f]azepine-5,6(11H)-dione 6-oxime tri-fluoroacetate (1.0 g, 2.82 mmol), 2,6-dichloro-4-[(triisopropylsilyl)oxy]methylbenzaldehyde (2.04 g, 5.64 mmol) and ammonium acetate (3.3 g, 42 mmol) was stirred in acetic acid (30 mL) and heated in a microwave for 5 minutes at 130° C. Evaporation gave the crude product (1.6 g, 100%) which was used without further purification in the next step. LC/MS: 582 (M+H)+. Starting materials: ON=C(N)C1=CC(=CC=C1)CN1C(C2(C3=CC=CC=C13)COC1=CC3=C(OCCO3)C=C12)=O (N′-hydroxy-3-[(2′-oxo-2,3-dihydrospiro[furo[2,3-g][1,4]benzodioxine-8,3′-indol]-1′(2′H)-yl)methyl]benzenecarboximidamide), ON=C(N)C1=CC(=CC=C1)CN1C(C2(C3=CC=CC=C13)C1=C(OC2)C=C2OCCC2=C1)=O (N′-hydroxy-3-[(2′-oxo-5,6-dihydrospiro[benzo[1,2-b:5,4-b′]difuran-3,3′-indol]-1′(2′H)-yl)methyl]benzenecarboximidamide). The product is CC1=NC(=NO1)C=1C=C(CN2C(C3(C4=CC=CC=C24)COC2=CC4=C(OCCO4)C=C23)=O)C=CC1 (1′-[3-(5-methyl-1,2,4-oxadiazol-3-yl)benzyl]-2,3-dihydrospiro[furo[2,3-g][1,4]benzodioxine-8,3′-indol]-2′(1′H)-one). RXN SMILES: [OH:1][N:2]=[C:3]([C:5]1[CH:10]=[CH:9][CH:8]=[C:7]([CH2:11][N:12]2[C:20]3[C:15](=[CH:16][CH:17]=[CH:18][CH:19]=3)[C:14]3([C:32]4[C:23](=[CH:24][C:25]5[O:30][CH2:29][CH2:28][O:27][C:26]=5[CH:31]=4)[O:22][CH2:21]3)[C:13]2=[O:33])[CH:6]=1)[NH2:4].ON=[C:36]([C:38]1C=CC=C(CN2C3C(=CC=CC=3)C3(COC4C=C5C(=CC3=4)CCO5)C2=O)C=1)N>>[CH3:36][C:38]1[O:1][N:2]=[C:3]([C:5]2[CH:6]=[C:7]([CH:8]=[CH:9][CH:10]=2)[CH2:11][N:12]2[C:20]3[C:15](=[CH:16][CH:17]=[CH:18][CH:19]=3)[C:14]3([C:32]4[C:23](=[CH:24][C:25]5[O:30][CH2:29][CH2:28][O:27][C:26]=5[CH:31]=4)[O:22][CH2:21]3)[C:13]2=[O:33])[N:4]=1. Procedure details: Following the procedure as described in EXAMPLE 11.27 and making non-critical variations using N′-hydroxy-3-[(2′-oxo-2,3-dihydrospiro[furo[2,3-g][1,4]benzodioxine-8,3′-indol]-1′(2′H)-yl)methyl]benzenecarboximidamide to replace N′-hydroxy-3-[(2′-oxo-5,6-dihydrospiro[benzo[1,2-b:5,4-b′]difuran-3,3′-indol]-1′(2′H)-yl)methyl]benzenecarboximidamide, 1′-[3-(5-methyl-1,2,4-oxadiazol-3-yl)benzyl]-2,3-dihydrospiro[furo[2,3-g][1,4]benzodioxine-8,3′-indol]-2′(1′H)-one was obtained (65%) as a colorless soli... The product is CC(Oc1cncc(Cl)n1)c1cccc(N)c1. Reaction SMILES: [CH3:23][CH2:24][OH:25].[Cl-:20].[Cl:1][c:2]1[n:3][c:4]([O:8][CH:9]([CH3:10])[c:11]2[cH:12][c:13]([N+:17]([O-:18])=[O:19])[cH:14][cH:15][cH:16]2)[cH:5][n:6][cH:7]1.[In:22].[NH4+:21].[OH2:26]>>[Cl:1][c:2]1[n:3][c:4]([O:8][CH:9]([CH3:10])[c:11]2[cH:12][c:13]([NH2:17])[cH:14][cH:15][cH:16]2)[cH:5][n:6][cH:7]1. Reactants: CCO, [Cl-], CC(Oc1cncc(Cl)n1)c1cccc([N+](=O)[O-])c1, [In], [NH4+], O.